This data is from the Open Reaction Database (ORD), a public repository of structured organic reaction records. The task is: describe an organic reaction: reactants, conditions, products, and yield Starting materials: S1C(=CC=C1)C1=CC=C(C=O)C=C1 (4-(2-thienyl)benzaldehyde), CC(C(=O)NC1=CC(=CC=C1)C1CCNCC1)C (2-methyl-N-[3-(4-piperidinyl)phenyl]propanamide). Product: CC(C(=O)NC1=CC(=CC=C1)C1CCN(CC1)CC1=CC=C(C=C1)C=1SC=CC1)C (2-METHYL-N-(3-{1-[4-(2-THIENYL)BENZYL]-4-PIPERIDINYL}PHENYL)PROPANAMIDE). RXN SMILES: [S:1]1[CH:5]=[CH:4][CH:3]=[C:2]1[C:6]1[CH:13]=[CH:12][C:9]([CH:10]=O)=[CH:8][CH:7]=1.[CH3:14][CH:15]([CH3:31])[C:16]([NH:18][C:19]1[CH:24]=[CH:23][CH:22]=[C:21]([CH:25]2[CH2:30][CH2:29][NH:28][CH2:27][CH2:26]2)[CH:20]=1)=[O:17]>>[CH3:14][CH:15]([CH3:31])[C:16]([NH:18][C:19]1[CH:24]=[CH:23][CH:22]=[C:21]([CH:25]2[CH2:30][CH2:29][N:28]([CH2:10][C:9]3[CH:12]=[CH:13][C:6]([C:2]4[S:1][CH:5]=[CH:4][CH:3]=4)=[CH:7][CH:8]=3)[CH2:27][CH2:26]2)[CH:20]=1)=[O:17]. Procedure: Prepared by Procedure F and Scheme R using 4-(2-thienyl)benzaldehyde and 2-methyl-N-[3-(4-piperidinyl)phenyl]propanamide: ESMS m/e: 419.1 (M+H)+. Starting materials: BrC=1C=CC=C2C=NNC12 (7-bromo-1H-indazole), [H-].[Na+] (NaH), O (Water), ClCOCC[Si](C)(C)C ((2-(chloromethoxy)ethyl)trimethylsilane). The product is BrC=1C=CC=C2C=NN(C12)COCC[Si](C)(C)C (7-bromo-1-((2-(trimethylsilyl)ethoxy)methyl)-1H-indazole). Run in O1CCCC1 (tetrahydrofuran). Reaction conditions: temperature 20 celsius, time 20 minute. Procedure: To a solution of 7-bromo-1H-indazole (1 g, 5.1 mmol) in dry tetrahydrofuran (20 mL) was added NaH (305 mg, 60%, 7.65 mmol) at −20° C. under N2 atmosphere. After 20 minutes, (2-(chloromethoxy)ethyl)trimethylsilane (1 g, 6.1 mmol) was added and the mixture was warmed to 20° C. and stirred for 1 hour. Water (2 mL) was added and product extracted with dichloromethane (100 mL), organic phase washed with water (2×10 mL) and brine (2×10 mL) then dried over Na2SO4, filtered and concentrated. The residue... Isolated yield 76.1%. RXN SMILES: [Br:1][C:2]1[CH:3]=[CH:4][CH:5]=[C:6]2[C:10]=1[NH:9][N:8]=[CH:7]2.[H-].[Na+].Cl[CH2:14][O:15][CH2:16][CH2:17][Si:18]([CH3:21])([CH3:20])[CH3:19].O>O1CCCC1>[Br:1][C:2]1[CH:3]=[CH:4][CH:5]=[C:6]2[C:10]=1[N:9]([CH2:14][O:15][CH2:16][CH2:17][Si:18]([CH3:21])([CH3:20])[CH3:19])[N:8]=[CH:7]2 |f:1.2|. Starting materials: C(C=C)C=1C(=CC2=C(C(C=C(O2)C2=C(C(=C(C=C2)OC)O)CC=C)=O)C1O)OCC=1OC(OC1)(C)C (6-Allyl-5-hydroxy-2-(2-allyl-3-hydroxy-4-methoxyphenyl)-7-[(2,2-dimethyl-1,3-dioxol-4-yl)methoxy]-4H-1-benzopyran-4-one). Reagents/catalysts: catalyst. Solvent: CN(C=O)C (dimethylformamide). Product: OC1=C(C(=CC2=C1C(C=C(O2)C2=C(C(=C(C=C2)OC)O)CCC)=O)OCC=2OC(OC2)(C)C)CCC (5-Hydroxy-7-[(2,2-dimethyl-1,3-dioxol-4-yl)methoxy]-2-(3-hydroxy-4-methoxy-2-propylphenyl)-6-propyl-4H-1-benzopyran-4-one). The yield is 99.2%. Reaction SMILES: [CH2:1]([C:4]1[C:5]([O:28][CH2:29][C:30]2[O:31][C:32]([CH3:36])([CH3:35])[O:33][CH:34]=2)=[CH:6][C:7]2[O:12][C:11]([C:13]3[CH:18]=[CH:17][C:16]([O:19][CH3:20])=[C:15]([OH:21])[C:14]=3[CH2:22][CH:23]=[CH2:24])=[CH:10][C:9](=[O:25])[C:8]=2[C:26]=1[OH:27])[CH:2]=[CH2:3]>CN(C)C=O>[OH:27][C:26]1[C:8]2[C:9](=[O:25])[CH:10]=[C:11]([C:13]3[CH:18]=[CH:17][C:16]([O:19][CH3:20])=[C:15]([OH:21])[C:14]=3[CH2:22][CH2:23][CH3:24])[O:12][C:7]=2[CH:6]=[C:5]([O:28][CH2:29][C:30]2[O:31][C:32]([CH3:36])([CH3:35])[O:33][CH:34]=2)[C:4]=1[CH2:1][CH2:2][CH3:3]. Procedure: 2.4 g of the compound of Example 27 are hydrogenated in 40 ml of dimethylformamide with 100 mg of catalyst (5% palladium-on-carbon) under a hydrogen pressure of 6300 hPa. After absorption of the theoretical amount of hydrogen, the mixture is filtered over Millipore and the filtrate is distilled under reduced pressure. The residue yields 2.4 g of the expected product which is used as it is. An analytical sample was prepared by recrystallisation from isopropanol, m.p. 148° C. Starting materials: C(C)[C@@H]1[C@@H]([C@]2(C)[C@@H](C1)[C@@H]1CCC3=CC(CC[C@@H]3[C@H]1CC2)=O)OC(CO)=O (16β-ethyl-17β-glycoloyloxy-4-estren-3-one), CN(C1=CC=CC=C1)C (N,N-dimethylaniline), CC(C(=O)Cl)CCC (2-methylvaleryl chloride). Solvent: C(C)(=O)OCC (ethyl acetate), ClCCl (dichloromethane). Yields the product C(C)[C@@H]1[C@@H]([C@]2(C)[C@@H](C1)[C@@H]1CCC3=CC(CC[C@@H]3[C@H]1CC2)=O)OC(COC(C(CCC)C)=O)=O (16β-Ethyl-17β-(2-methylvaleryl)oxyacetoxy-4-estren-3-one). The yield is 19.8%. As a reaction SMILES: [CH2:1]([C@H:3]1[CH2:8][C@H:7]2[C@H:9]3[C@H:18]([CH2:19][CH2:20][C@:5]2([CH3:6])[C@H:4]1[O:22][C:23](=[O:26])[CH2:24][OH:25])[C@@H:17]1[C:12](=[CH:13][C:14](=[O:21])[CH2:15][CH2:16]1)[CH2:11][CH2:10]3)[CH3:2].CN(C)C1C=CC=CC=1.[CH3:36][CH:37]([CH2:41][CH2:42][CH3:43])[C:38](Cl)=[O:39]>ClCCl.C(OCC)(=O)C>[CH2:1]([C@H:3]1[CH2:8][C@H:7]2[C@H:9]3[C@H:18]([CH2:19][CH2:20][C@:5]2([CH3:6])[C@H:4]1[O:22][C:23](=[O:26])[CH2:24][O:25][C:38](=[O:39])[CH:37]([CH3:36])[CH2:41][CH2:42][CH3:43])[C@@H:17]1[C:12](=[CH:13][C:14](=[O:21])[CH2:15][CH2:16]1)[CH2:11][CH2:10]3)[CH3:2]. Procedure: In 20 ml of dichloromethane are dissolved 0.5 g of 16β-ethyl-17β-glycoloyloxy-4-estren-3-one and 0.2 ml of N,N-dimethylaniline, and 0.5 g of 2-methylvaleryl chloride is added to the above solution. The mixture is refluxed for 6 hours. After cooling, the reaction mixture is diluted with 150 ml of ethyl acetate and dried over anhydrous magnesium sulfate. The solvent is then distilled off under reduced pressure and the residue is subjected to column chromatography. Following passage of 200 ml of di... The reactants are N1C(=NC2=C1C=CC=C2)CC(=O)NC2=CC=C(C=C2)C2=CC=C(C=C2)CCN(C[C@@H](C2=CC=CC=C2)O)CC2=CC=CC=C2 ((R)-2-(1H-Benzimidazol-2-yl)-4′-[4-[2-[N-benzyl-N-(2-hydroxy-2-phenylethyl)amino]ethyl]phenyl]acetanilide), C(C)O (ethanol), [H][H] (hydrogen). The reagents and catalysts are [C].[Pd] (palladium-carbon). Product: N1C(=NC2=C1C=CC=C2)CC(=O)NC2=CC=C(C=C2)CCNC[C@@H](C2=CC=CC=C2)O ((R)-2-(1H-benzimidazol-2-yl)-4′-[2-[(2-hydroxy-2-phenylethyl)amino]-ethyl]acetanilide). RXN SMILES: [NH:1]1[C:5]2[CH:6]=[CH:7][CH:8]=[CH:9][C:4]=2[N:3]=[C:2]1[CH2:10][C:11]([NH:13][C:14]1[CH:19]=[CH:18][C:17](C2C=CC(CCN(CC3C=CC=CC=3)C[C@H](O)C3C=CC=CC=3)=CC=2)=[CH:16][CH:15]=1)=[O:12].[H][H].[CH2:47]([OH:49])[CH3:48]>[C].[Pd]>[NH:3]1[C:4]2[CH:9]=[CH:8][CH:7]=[CH:6][C:5]=2[N:1]=[C:2]1[CH2:10][C:11]([NH:13][C:14]1[CH:15]=[CH:16][C:17]([CH2:10][CH2:2][NH:1][CH2:48][C@H:47]([OH:49])[C:4]2[CH:9]=[CH:8][CH:7]=[CH:6][CH:5]=2)=[CH:18][CH:19]=1)=[O:12] |f:3.4|. Procedure details: (R)-2-(1H-Benzimidazol-2-yl)-4′-[4-[2-[N-benzyl-N-(2-hydroxy-2-phenylethyl)amino]ethyl]phenyl]acetanilide (240 mg) was dissolved in 30 ml of ethanol, then 170 mg of 10% palladium-carbon was added thereto and the mixture was stirred for nine hours in a hydrogen atmosphere under atmospheric pressure. The catalyst was filtered off, the solvent was evaporated in vacuo, and the residue was washed with ethanol-ethyl acetate to give 200 mg of (R)-2-(1H-benzimidazol-2-yl)-4′-[2-[(2-hydroxy-2-phenylethyl... The reactants are O=C([O-])[O-], CN(C)C=O, Cc1oc(-c2ccccc2)nc1COc1ccc(CCl)cc1, [K+], [K+], O, CCOC(=O)c1cn[nH]c1. Yields the product CCOC(=O)c1cnn(Cc2ccc(OCc3nc(-c4ccccc4)oc3C)cc2)c1. RXN SMILES: [C:33](=[O:34])([O-:35])[O-:36].[CH3:39][N:40]([CH3:41])[CH:42]=[O:43].[Cl:1][CH2:2][c:3]1[cH:4][cH:5][c:6]([O:7][CH2:8][c:9]2[n:10][c:11](-[c:15]3[cH:16][cH:17][cH:18][cH:19][cH:20]3)[o:12][c:13]2[CH3:14])[cH:21][cH:22]1.[K+:37].[K+:38].[OH2:44].[nH:23]1[n:24][cH:25][c:26]([C:28](=[O:29])[O:30][CH2:31][CH3:32])[cH:27]1>>[CH2:2]([c:3]1[cH:4][cH:5][c:6]([O:7][CH2:8][c:9]2[n:10][c:11](-[c:15]3[cH:16][cH:17][cH:18][cH:19][cH:20]3)[o:12][c:13]2[CH3:14])[cH:21][cH:22]1)[n:23]1[n:24][cH:25][c:26]([C:28](=[O:29])[O:30][CH2:31][CH3:32])[cH:27]1. The reactants are NC1=NC(=C(C(=N1)N)C1CCN(CC1)C1=CC=C(C=C1)OC)Cl (2,4-diamino-6-chloro-5-[1-(4-methoxyphenyl)-4-piperidinyl]pyrimidine), [H][H] (hydrogen). The reagents and catalysts are [Pd] (palladium/carbon). Run in mixture, C(C)(=O)O (acetic acid), O (water). Yields the product NC1=NC=C(C(=N1)N)C1CCN(CC1)C1=CC=C(C=C1)OC (2,4-diamino-5-[1-(4-methoxyphenyl)-4-piperidinyl]pyrimidine). Yield: 45.1%. RXN SMILES: [NH2:1][C:2]1[N:7]=[C:6]([NH2:8])[C:5]([CH:9]2[CH2:14][CH2:13][N:12]([C:15]3[CH:20]=[CH:19][C:18]([O:21][CH3:22])=[CH:17][CH:16]=3)[CH2:11][CH2:10]2)=[C:4](Cl)[N:3]=1.[H][H]>C(O)(=O)C.O.[Pd]>[NH2:1][C:2]1[N:7]=[C:6]([NH2:8])[C:5]([CH:9]2[CH2:14][CH2:13][N:12]([C:15]3[CH:16]=[CH:17][C:18]([O:21][CH3:22])=[CH:19][CH:20]=3)[CH2:11][CH2:10]2)=[CH:4][N:3]=1. Reported procedure: 21.5 g of 2,4-diamino-6-chloro-5-[1-(4-methoxyphenyl)-4-piperidinyl]pyrimidine were dissolved in 350 ml of a mixture of acetic acid and water (1:1) and hydrogenated in the presence of 7 g of 10% palladium/carbon catalyst until the hydrogen uptake ceased or the reaction was complete in accordance with thin-layer chromatography. The catalyst was filtered off over a filter aid and the filtrate was evaporated to dryness. The residue was suspended in water and the pH was adjusted to 9 by addition of ... Product: C(C)N(C1=CC=C2C(=CNC2=C1)C)CC (6-diethylamino-3-methylindole). The reactants are resultant suspension, C(C)N(C1=CC(=CC=C1)NCC(=O)C)CC (N,N-diethyl-N'-acetonyl-m-phenylenediamine), [OH-].[Na+] (sodium hydroxide), Cl (hydrochloric acid). Reaction conditions: temperature 130 celsius, time 1.5 hour. The solvent is C(C)(=O)OCC (Ethyl acetate). Reagents/catalysts: [Cl-].[Zn+2].[Cl-] (zinc chloride). Reaction SMILES: [CH2:1]([N:3]([CH2:15][CH3:16])[C:4]1[CH:9]=[CH:8][CH:7]=[C:6]([NH:10][CH2:11][C:12]([CH3:14])=O)[CH:5]=1)[CH3:2].Cl.[OH-].[Na+]>[Cl-].[Zn+2].[Cl-].C(OCC)(=O)C>[CH2:1]([N:3]([CH2:15][CH3:16])[C:4]1[CH:5]=[C:6]2[C:7]([C:12]([CH3:14])=[CH:11][NH:10]2)=[CH:8][CH:9]=1)[CH3:2] |f:2.3,4.5.6|. Reported procedure: An intimate mixture of 46.5 g of N,N-diethyl-N'-acetonyl-m-phenylenediamine and 46.5 g of zinc chloride is heated slowly, in which process it starts to melt from 70° C. upwards and from 115° C. upwards the exothermic reaction has to be controlled by external cooling. After maintaining the temperature of 130° C. for 30 minutes, 250 ml of 1N hydrochloric acid are added dropwise in the course of 20 minutes, in which process the temperature stabilised at approximately 90° C. The brown emulsion is st... Yield: 53.9%. The reactants are O=C(O)c1ccc(C2CC2)c(OCC2CC2)n1, CNC(=O)C(N)C(C)(C)C. Product: CNC(=O)C(NC(=O)c1ccc(C2CC2)c(OCC2CC2)n1)C(C)(C)C. RXN SMILES: [CH:1]1([c:4]2[cH:5][cH:6][c:7]([C:15](=[O:16])[OH:17])[n:8][c:9]2[O:10][CH2:11][CH:12]2[CH2:13][CH2:14]2)[CH2:2][CH2:3]1.[NH2:18][CH:19]([C:20](=[O:21])[NH:22][CH3:23])[C:24]([CH3:25])([CH3:26])[CH3:27]>>[CH:1]1([c:4]2[cH:5][cH:6][c:7]([C:15](=[O:17])[NH:18][CH:19]([C:20](=[O:21])[NH:22][CH3:23])[C:24]([CH3:25])([CH3:26])[CH3:27])[n:8][c:9]2[O:10][CH2:11][CH:12]2[CH2:13][CH2:14]2)[CH2:2][CH2:3]1. Reactants: C1(=CC=CC=C1)S(=O)(=O)CC1=CC=C(C(=C1C(=O)OCC)O)C1=COC=C1 (ethyl 6-(benzenesulphonylmethyl)-3-(furan-3-yl)-2-hydroxybenzoate), CN1N=C(C=C1)B1OC(C)(C)C(C)(C)O1 (1-methyl-1H-pyrazole-3-boronic acid pinacol ester), C1(=CC=CC=C1)S(=O)(=O)CC1=CC=C(C(=C1C(=O)OC)OS(=O)(=O)C(F)(F)F)CC (methyl 6-(benzenesulphonylmethyl)-3-ethyl-2-(trifluoromethanesulphonyloxy)benzoate), C1(=CC=CC=C1)S(=O)(=O)CC1=CC=C(C(=C1C(=O)OC)OS(=O)(=O)C(F)(F)F)CC (methyl 6-(benzenesulphonylmethyl)-3-ethyl-2-(trifluoromethanesulphonyloxy)benzoate). Yields the product C1(=CC=CC=C1)S(=O)(=O)CC1=CC=C(C(=C1C(=O)OC)C1=NN(C=C1)C)CC (Methyl 6-benzenesulphonylmethyl-3-ethyl-2-(1-methyl-1H-pyrazol-3-yl)benzoate). RXN SMILES: [C:1]1([S:7]([CH2:10][C:11]2[C:16]([C:17]([O:19][CH2:20]C)=[O:18])=[C:15](O)[C:14]([C:23]3C=CO[CH:24]=3)=[CH:13][CH:12]=2)(=[O:9])=[O:8])[CH:6]=[CH:5][CH:4]=[CH:3][CH:2]=1.C1(S(CC2C(C(OC)=O)=C(OS(C(F)(F)F)(=O)=O)C(CC)=CC=2)(=O)=O)C=CC=CC=1.[CH3:58][N:59]1[CH:63]=[CH:62][C:61](B2OC(C)(C)C(C)(C)O2)=[N:60]1>>[C:1]1([S:7]([CH2:10][C:11]2[C:16]([C:17]([O:19][CH3:20])=[O:18])=[C:15]([C:61]3[CH:62]=[CH:63][N:59]([CH3:58])[N:60]=3)[C:14]([CH2:23][CH3:24])=[CH:13][CH:12]=2)(=[O:9])=[O:8])[CH:6]=[CH:5][CH:4]=[CH:3][CH:2]=1. Procedure details: Prepared by proceeding in a similar manner to Intermediate 36, starting from methyl 6-(benzenesulphonylmethyl)-3-ethyl-2-(trifluoromethanesulphonyloxy)benzoate (Intermediate 127) and 1-methyl-1H-pyrazole-3-boronic acid pinacol ester.